From a dataset of the Open Reaction Database (ORD), a public repository of structured organic reaction records. describe an organic reaction: reactants, conditions, products, and yield Starting materials: ClC1=NC(=CC(=C1)S(=O)(=O)C1=CC=C(C=C1)N)Cl (4-(2,6-dichloro-pyridine-4-sulfonyl)-phenylamine), N1CCCC1 (pyrrolidine). The solvent is O1CCOCC1 (dioxane). Reaction conditions: time 1.5 hour. The product is ClC1=NC(=CC(=C1)S(=O)(=O)C1=CC=C(C=C1)N)N1CCCC1 (4-(2-chloro-6-pyrrolidin-1-yl-pyridine-4-sulfonyl)-phenylamine). Isolated yield 98.3%. As a reaction SMILES: Cl[C:2]1[CH:7]=[C:6]([S:8]([C:11]2[CH:16]=[CH:15][C:14]([NH2:17])=[CH:13][CH:12]=2)(=[O:10])=[O:9])[CH:5]=[C:4]([Cl:18])[N:3]=1.[NH:19]1[CH2:23][CH2:22][CH2:21][CH2:20]1>O1CCOCC1>[Cl:18][C:4]1[CH:5]=[C:6]([S:8]([C:11]2[CH:16]=[CH:15][C:14]([NH2:17])=[CH:13][CH:12]=2)(=[O:10])=[O:9])[CH:7]=[C:2]([N:19]2[CH2:23][CH2:22][CH2:21][CH2:20]2)[N:3]=1. Procedure: 16.8 g (0.0554 Mol) 4-(2,6-dichloro-pyridine-4-sulfonyl)-phenylamine were dissolved in dioxane (165 ml), 23.0 ml (0.2753 Mol) pyrrolidine were added at ambiente temperature and stirred for 1.5 h. The reaction mixture was then poured onto water (600 ml), stirred for 1 h and filtered. The residue on the filter was washed with water (150 ml), dissolved in tetrahydrofuran (250 ml) and treated with Na2SO4 (20.0 g) and Norit-SX-1 (1.7 g). After filtration the residue on the filter was washed with tetr... Starting materials: BrC=1C=2N(C=C(C1)C(F)(F)F)C(=CN2)C(=O)N2[C@@H]1CO[C@H](C2)C1 ((8-bromo-6-(trifluoromethyl)imidazo[1,2-a]pyridin-3-yl)((1S,4S)-2-oxa-5-azabicyclo[2.2.1]hept-5-yl)methanone), CN1N=CC(=C1)B1OC(C(O1)(C)C)(C)C (1-methyl-4-(4,4,5,5-tetramethyl-1,3,2-dioxaborolan-2-yl)-1H-pyrazole), [1,1′-bis(diphenylphosphino)ferrocene]palladium(II) dichloride dichloromethane, C([O-])([O-])=O.[Cs+].[Cs+] (cesium carbonate), Cl (hydrochloric acid). Run in COCCOC (DME). Run at temperature 120 celsius, time 30 minute. Yields the product CN1N=CC(=C1)C=1C=2N(C=C(C1)C(F)(F)F)C(=CN2)C(=O)N2[C@@H]1CO[C@H](C2)C1 ((8-(1-methyl-1H-pyrazol-4-yl)-6-(trifluoromethyl)imidazo[1,2-a]pyridin-3-yl)((1S,4S)-2-oxa-5-azabicyclo[2.2.1]hept-5-yl)methanone). Isolated yield 31.1%. RXN SMILES: Br[C:2]1[C:3]2[N:4]([C:12]([C:15]([N:17]3[CH2:22][C@@H:21]4[CH2:23][C@H:18]3[CH2:19][O:20]4)=[O:16])=[CH:13][N:14]=2)[CH:5]=[C:6]([C:8]([F:11])([F:10])[F:9])[CH:7]=1.[CH3:24][N:25]1[CH:29]=[C:28](B2OC(C)(C)C(C)(C)O2)[CH:27]=[N:26]1.C(=O)([O-])[O-].[Cs+].[Cs+].Cl>COCCOC>[CH3:24][N:25]1[CH:29]=[C:28]([C:2]2[C:3]3[N:4]([C:12]([C:15]([N:17]4[CH2:22][C@@H:21]5[CH2:23][C@H:18]4[CH2:19][O:20]5)=[O:16])=[CH:13][N:14]=3)[CH:5]=[C:6]([C:8]([F:10])([F:11])[F:9])[CH:7]=2)[CH:27]=[N:26]1 |f:2.3.4|. Procedure: A mixture of (8-bromo-6-(trifluoromethyl)imidazo[1,2-a]pyridin-3-yl)((1S,4S)-2-oxa-5-azabicyclo[2.2.1]hept-5-yl)methanone (50.0 mg), 1-methyl-4-(4,4,5,5-tetramethyl-1,3,2-dioxaborolan-2-yl)-1H-pyrazole (40.0 mg), [1,1′-bis(diphenylphosphino)ferrocene]palladium(II) dichloride dichloromethane adduct (10.5 mg) and cesium carbonate (125 mg) in DME (2.5 mL) was stirred with microwave irradiation at 120° C. for 30 min. To the reaction mixture was added 0.1N hydrochloric acid, and the mixture was extra... The reactants are N1CCOCC1 (morpholine), BrCC(=O)C=1C=CC(=C(C1)C=1NC(C2=C(N1)C(=NN2C)CCC)=O)OCCC (5-(5-bromoacetyl-2-n-propoxyphenyl)-1-methyl-3-n-propyl-1,6-dihydro-7H-pyrazolo[4,3-d]pyrimidin-7-one). Product: CN1N=C(C=2N=C(NC(C21)=O)C2=C(C=CC(=C2)C(CN2CCOCC2)=O)OCCC)CCC (1-Methyl-5-(5-morpholinoacetyl-2-n-propoxyphenyl)-3-n-propyl-1,6-dihydro-7H-pyrazolo[4,3-d]pyrimidin-7-one). Yield: 47.0%. As a reaction SMILES: [NH:1]1[CH2:6][CH2:5][O:4][CH2:3][CH2:2]1.Br[CH2:8][C:9]([C:11]1[CH:12]=[CH:13][C:14]([O:31][CH2:32][CH2:33][CH3:34])=[C:15]([C:17]2[NH:18][C:19](=[O:30])[C:20]3[N:25]([CH3:26])[N:24]=[C:23]([CH2:27][CH2:28][CH3:29])[C:21]=3[N:22]=2)[CH:16]=1)=[O:10]>>[CH3:26][N:25]1[C:20]2[C:19](=[O:30])[NH:18][C:17]([C:15]3[CH:16]=[C:11]([C:9](=[O:10])[CH2:8][N:1]4[CH2:6][CH2:5][O:4][CH2:3][CH2:2]4)[CH:12]=[CH:13][C:14]=3[O:31][CH2:32][CH2:33][CH3:34])=[N:22][C:21]=2[C:23]([CH2:27][CH2:28][CH3:29])=[N:24]1. Reported procedure: This compound was prepared from morpholine and 5-(5-bromoacetyl-2-n-propoxyphenyl)-1-methyl-3-n-propyl-1,6-dihydro-7H-pyrazolo[4,3-d]pyrimidin-7-one (Preparation 11), following the procedure of Example 1, and was obtained as white crystals (47%), m.p. 128°-129° C. Found: C,63.62; H,7.07; N,15.53. C24H31N5O4 requires C,63.56; H,6.89; N,15.44%. The reactants are C(C1=CC=CC=C1)OC1=CC=C2C=CN(C2=C1)C (6-benzyloxy-1-methylindole), C1=CCCCC1 (cyclohexene), C(C)O (ethanol). Reagents/catalysts: [Pd] (palladium-on-charcoal). Run in C(C)(C)OC(C)C (isopropyl ether). Product: OC1=CC=C2C=CN(C2=C1)C (6-hydroxy-1-methylindole). RXN SMILES: C([O:8][C:9]1[CH:17]=[C:16]2[C:12]([CH:13]=[CH:14][N:15]2[CH3:18])=[CH:11][CH:10]=1)C1C=CC=CC=1.C1CCCCC=1.C(O)C>C(OC(C)C)(C)C.[Pd]>[OH:8][C:9]1[CH:17]=[C:16]2[C:12]([CH:13]=[CH:14][N:15]2[CH3:18])=[CH:11][CH:10]=1. Procedure details: The mixture consisting of 0.24 mole (57 g) of 6-benzyloxy-1-methylindole, 5.7 g of 10% palladium-on-charcoal, 114 ml of cyclohexene and 170 ml of 96% ethanol is heated for 30 minutes under reflux. The mixture is filtered hot to remove the catalyst. After evaporation of the filtrate under vacuum, an oil is obtained which, dissolved in isopropyl ether, gives the desired product after evaporation to dryness. It melts at 74° C. Starting materials: BrC=1C=CC=2NC3=CC=CC=C3C2C1 (3-bromocarbazole), C1(=CC=CC=C1)N1C2=CC=CC=C2C=2C=C(C=CC12)B(O)O (N-phenylcarbazol-3-boronic acid), COC(C)(O)OC (dimethoxyethanol), aqueous solution, C([O-])([O-])=O.[K+].[K+] (potassium carbonate). The reagents and catalysts are C(C)(=O)[O-].[Pd+2].C(C)(=O)[O-] (palladium acetate), C1(=C(C=CC=C1)P(C1=C(C=CC=C1)C)C1=C(C=CC=C1)C)C (tri(ortho-tolyl)phosphine). The solvent is C1(=CC=CC=C1)C (toluene), C1(=CC=CC=C1)C (toluene). Product: C1(=CC=CC=C1)N1C2=CC=CC=C2C=2C=C(C=CC12)C=1C=CC=2NC3=CC=CC=C3C2C1 (9-phenyl-3,3′-bi(9H-carbazole)). The yield is 80.8%. Reaction SMILES: Br[C:2]1[CH:3]=[CH:4][C:5]2[NH:6][C:7]3[C:12]([C:13]=2[CH:14]=1)=[CH:11][CH:10]=[CH:9][CH:8]=3.[C:15]1([N:21]2[C:33]3[CH:32]=[CH:31][C:30](B(O)O)=[CH:29][C:28]=3[C:27]3[C:22]2=[CH:23][CH:24]=[CH:25][CH:26]=3)[CH:20]=[CH:19][CH:18]=[CH:17][CH:16]=1.COC(OC)(O)C.C(=O)([O-])[O-].[K+].[K+]>C1(C)C=CC=CC=1.C([O-])(=O)C.[Pd+2].C([O-])(=O)C.C1(C)C=CC=CC=1P(C1C=CC=CC=1C)C1C=CC=CC=1C>[C:15]1([N:21]2[C:33]3[CH:32]=[CH:31][C:30]([C:2]4[CH:3]=[CH:4][C:5]5[NH:6][C:7]6[C:12]([C:13]=5[CH:14]=4)=[CH:11][CH:10]=[CH:9][CH:8]=6)=[CH:29][C:28]=3[C:27]3[C:22]2=[CH:23][CH:24]=[CH:25][CH:26]=3)[CH:20]=[CH:19][CH:18]=[CH:17][CH:16]=1 |f:3.4.5,7.8.9|. Procedure: 2.5 g (10 mmol) of 3-bromocarbazole, 2.9 g (10 mmol) of N-phenylcarbazol-3-boronic acid, and 152 mg (0.50 mmol) of tri(ortho-tolyl)phosphine were put into a 200 mL three-neck flask, and the atmosphere in the flask was substituted by nitrogen. 50 mL of dimethoxyethanol (DME) and 10 mL (2 mol/L) of an aqueous solution of potassium carbonate were added to this mixture. This mixture was stirred to be degassed while the pressure was reduced. After the degassing, 50 mg (0.2 mmol) of palladium acetate ... The reactants are C(C)OC(=O)C1=CC2=NC(=CC=C2N1)OC (5-methoxy-1H-pyrrolo[3,2-b]pyridine-2-carboxylic acid ethyl ester), [OH-].[Na+] (sodium hydroxide), C(C)(=O)O (acetic acid). Solvent: C(C)O (ethanol). Conditions: temperature 70 celsius. The product is COC1=CC=C2C(=N1)C=C(N2)C(=O)O (5-Methoxy-1H-pyrrolo[3,2-b]pyridine-2-carboxylic acid). Reaction SMILES: C([O:3][C:4]([C:6]1[NH:14][C:13]2[C:8](=[N:9][C:10]([O:15][CH3:16])=[CH:11][CH:12]=2)[CH:7]=1)=[O:5])C.[OH-].[Na+].C(O)(=O)C>C(O)C>[CH3:16][O:15][C:10]1[N:9]=[C:8]2[CH:7]=[C:6]([C:4]([OH:5])=[O:3])[NH:14][C:13]2=[CH:12][CH:11]=1 |f:1.2|. Procedure details: To a solution of 5-methoxy-1H-pyrrolo[3,2-b]pyridine-2-carboxylic acid ethyl ester (Preparation 35, 128 mg, 0.58 mmol) in ethanol (10 mL, absolute) was added aqueous sodium hydroxide (0.35 mL, 2M) and the mixture heated to 70° C. for 3 h then cooled to rt. The solution was adjusted to pH 4 by addition of glacial acetic acid and the solvents removed under reduced pressure. Ethyl acetate (20 mL) was added to the resulting oil and the mixture sonicated until a fine suspension formed. The mother liq...